Dataset: the Open Reaction Database (ORD), a public repository of structured organic reaction records. Task: describe an organic reaction: reactants, conditions, products, and yield The reactants are CCOC(=O)C(C)Oc1ccc2c(=O)c(-c3cccc(O)c3)coc2c1, Cl, C1COCCO1, O. Product: CC(Oc1ccc2c(=O)c(-c3cccc(O)c3)coc2c1)C(=O)O. RXN SMILES: [CH2:1]([CH3:2])[O:3][C:4](=[O:5])[CH:6]([CH3:7])[O:8][c:9]1[cH:10][c:11]2[c:12]([c:13](=[O:24])[c:14](-[c:17]3[cH:18][c:19]([OH:23])[cH:20][cH:21][cH:22]3)[cH:15][o:16]2)[cH:25][cH:26]1.[ClH:33].[O:27]1[CH2:28][CH2:29][O:30][CH2:31][CH2:32]1.[OH2:34]>>[O:3]=[C:4]([OH:5])[CH:6]([CH3:7])[O:8][c:9]1[cH:10][c:11]2[c:12]([c:13](=[O:24])[c:14](-[c:17]3[cH:18][c:19]([OH:23])[cH:20][cH:21][cH:22]3)[cH:15][o:16]2)[cH:25][cH:26]1. The reactants are CCOC(C)=O, Cc1nc2c(CO)cccc2[nH]1. Product: Cc1nc2c(C=O)cccc2[nH]1. As a reaction SMILES: [CH3:13][CH2:14][O:15][C:16](=[O:17])[CH3:18].[CH3:1][c:2]1[n:3][c:4]2[c:5]([nH:6]1)[cH:7][cH:8][cH:9][c:10]2[CH2:11][OH:12]>>[CH3:1][c:2]1[n:3][c:4]2[c:5]([nH:6]1)[cH:7][cH:8][cH:9][c:10]2[CH:11]=[O:12].